Dataset: the Open Reaction Database (ORD), a public repository of structured organic reaction records. Task: describe an organic reaction: reactants, conditions, products, and yield The reactants are BrC1=C(C(=C(C2=CC=CC=C12)C1=CC=C(C=C1)Cl)C(C(=O)OC)OC(C)(C)C)C (methyl 2-(4-bromo-1-(4-chlorophenyl)-3-methylnaphthalen-2-yl)-2-tert-butoxyacetate), C(#N)[Cu] (CuCN), CN1CCCC1=O (NMP). The solvent is CCO (EtOH). Conditions: temperature 200 celsius, time 1 hour. The product is C(C)(C)(C)OC(C(=O)O)C1=C(C2=CC=CC=C2C(=C1C)C#N)C1=CC=C(C=C1)Cl (2-tert-butoxy-2-(1-(4-chlorophenyl)-4-cyano-3-methylnaphthalen-2-yl)acetic acid). Yield: 57.7%. As a reaction SMILES: Br[C:2]1[C:11]2[C:6](=[CH:7][CH:8]=[CH:9][CH:10]=2)[C:5]([C:12]2[CH:17]=[CH:16][C:15]([Cl:18])=[CH:14][CH:13]=2)=[C:4]([CH:19]([O:24][C:25]([CH3:28])([CH3:27])[CH3:26])[C:20]([O:22]C)=[O:21])[C:3]=1[CH3:29].[C:30]([Cu])#[N:31].CN1C(=O)CCC1>CCO>[C:25]([O:24][CH:19]([C:4]1[C:3]([CH3:29])=[C:2]([C:30]#[N:31])[C:11]2[C:6](=[CH:7][CH:8]=[CH:9][CH:10]=2)[C:5]=1[C:12]1[CH:17]=[CH:16][C:15]([Cl:18])=[CH:14][CH:13]=1)[C:20]([OH:22])=[O:21])([CH3:26])([CH3:28])[CH3:27]. Procedure details: A suspension of methyl 2-(4-bromo-1-(4-chlorophenyl)-3-methylnaphthalen-2-yl)-2-tert-butoxyacetate (10.5 mg, 22.1 μmol), CuCN (9.8 mg, 0.11 mmol), and NMP (500 μL) was heated to 200° C. in a microwave. The reaction was cooled to 23° C., treated with EtOH (2.5 mL), filtered through a 0.45 micron filter, and directly purified by reverse phase HPLC (Gemini, 5 to 100% ACN/H2O+0.1% TFA). The product-containing fractions were combined and treated with LiOH monohydrate until the pH was distinctly basic... The reactants are CCO, COc1ccc(C(=O)c2ccccc2OC)c(OC)c1, Cl, NO, c1ccncc1. As a reaction SMILES: [CH3:24][CH2:25][OH:26].[CH3:4][O:5][c:6]1[c:7]([C:8](=[O:9])[c:10]2[c:11]([O:16][CH3:17])[cH:12][cH:13][cH:14][cH:15]2)[cH:18][cH:19][c:20]([O:22][CH3:23])[cH:21]1.[ClH:1].[NH2:2][OH:3].[cH:27]1[cH:28][cH:29][n:30][cH:31][cH:32]1>>[N:2]([OH:3])=[C:8]([c:7]1[c:6]([O:5][CH3:4])[cH:21][c:20]([O:22][CH3:23])[cH:19][cH:18]1)[c:10]1[c:11]([O:16][CH3:17])[cH:12][cH:13][cH:14][cH:15]1. The product is COc1ccc(C(=NO)c2ccccc2OC)c(OC)c1.